Dataset: the Open Reaction Database (ORD), a public repository of structured organic reaction records. Task: describe an organic reaction: reactants, conditions, products, and yield The reactants are COc1ccc(C(=O)Cc2ccc(Br)cc2)cc1, CC(=O)Cl, O=C(O)C(F)(F)F. The product is COc1ccc(C(Cl)=Cc2ccc(Br)cc2)cc1. As a reaction SMILES: [Br:12][c:13]1[cH:14][cH:15][c:16]([CH2:19][C:20](=[O:21])[c:22]2[cH:23][cH:24][c:25]([O:28][CH3:29])[cH:26][cH:27]2)[cH:17][cH:18]1.[CH3:8][C:9]([Cl:10])=[O:11].[F:1][C:2]([F:3])([F:4])[C:5]([OH:6])=[O:7]>>[Cl:10][C:20](=[CH:19][c:16]1[cH:15][cH:14][c:13]([Br:12])[cH:18][cH:17]1)[c:22]1[cH:23][cH:24][c:25]([O:28][CH3:29])[cH:26][cH:27]1. The reactants are CC(C)(C)OC(=O)CBr, CCCC[N+](CCCC)(CCCC)CCCC, [Na+], OCC=CCOC1CCCCO1, [OH-], O=S(=O)([O-])O, c1ccccc1. Yields the product CC(C)(C)OC(=O)COCC=CCOC1CCCCO1. RXN SMILES: [Br:15][CH2:16][C:17](=[O:18])[O:19][C:20]([CH3:21])([CH3:22])[CH3:23].[CH2:35]([N+:36]([CH2:37][CH2:38][CH2:39][CH3:40])([CH2:41][CH2:42][CH2:43][CH3:44])[CH2:45][CH2:46][CH2:47][CH3:48])[CH2:49][CH2:50][CH3:51].[Na+:14].[O:1]1[CH:2]([O:7][CH2:8][CH:9]=[CH:10][CH2:11][OH:12])[CH2:3][CH2:4][CH2:5][CH2:6]1.[OH-:13].[S:30]([O-:31])([OH:32])(=[O:33])=[O:34].[cH:24]1[cH:25][cH:26][cH:27][cH:28][cH:29]1>>[O:1]1[CH:2]([O:7][CH2:8][CH:9]=[CH:10][CH2:11][O:12][CH2:16][C:17](=[O:18])[O:19][C:20]([CH3:21])([CH3:22])[CH3:23])[CH2:3][CH2:4][CH2:5][CH2:6]1. Reactants: CCC(CC)(c1ccc(CCC(O)C(C)(C)C)c(C)c1)c1ccc(-c2ccc(C(=O)O)cc2)c(C)c1, CCN=C=NCCCN(C)C, CN(C)c1ccncc1, CCN(C(C)C)C(C)C, ClCCl, Cl, Cl, Cl, NO. The product is CCC(CC)(c1ccc(CCC(O)C(C)(C)C)c(C)c1)c1ccc(-c2ccc(C(=O)NO)cc2)c(C)c1. Reaction SMILES: [CH2:1]([CH3:2])[C:3]([CH2:4][CH3:5])([c:6]1[cH:7][c:8]([CH3:20])[c:9]([CH2:12][CH2:13][CH:14]([C:15]([CH3:16])([CH3:17])[CH3:18])[OH:19])[cH:10][cH:11]1)[c:21]1[cH:22][c:23]([CH3:36])[c:24](-[c:27]2[cH:28][cH:29][c:30]([C:33](=[O:34])[OH:35])[cH:31][cH:32]2)[cH:25][cH:26]1.[CH2:41]([N:42]=[C:43]=[N:44][CH2:45][CH2:46][CH2:47][N:48]([CH3:49])[CH3:50])[CH3:51].[CH3:62][N:63]([CH3:64])[c:65]1[cH:66][cH:67][n:68][cH:69][cH:70]1.[CH:52]([N:53]([CH:54]([CH3:55])[CH3:56])[CH2:57][CH3:58])([CH3:59])[CH3:60].[Cl:71][CH2:72][Cl:73].[ClH:37].[ClH:40].[ClH:61].[NH2:38][OH:39]>>[CH2:1]([CH3:2])[C:3]([CH2:4][CH3:5])([c:6]1[cH:7][c:8]([CH3:20])[c:9]([CH2:12][CH2:13][CH:14]([C:15]([CH3:16])([CH3:17])[CH3:18])[OH:19])[cH:10][cH:11]1)[c:21]1[cH:22][c:23]([CH3:36])[c:24](-[c:27]2[cH:28][cH:29][c:30]([C:33](=[O:35])[NH:38][OH:39])[cH:31][cH:32]2)[cH:25][cH:26]1. Reactants: BrCCCCCC(=O)OCC (Ethyl 6-bromohexanoate), [Na] (sodium), C1=C(C=CC2=CC=CC=C12)O (2-naphthol). Run in CN(C)C=O (DMF). Product: C1=C(C=CC2=CC=CC=C12)OCCCCCC(=O)OCC (ethyl 6-(2-naphthyloxy)hexanoate). Reaction SMILES: Br[CH2:2][CH2:3][CH2:4][CH2:5][CH2:6][C:7]([O:9][CH2:10][CH3:11])=[O:8].[Na].[CH:13]1[C:22]2[C:17](=[CH:18][CH:19]=[CH:20][CH:21]=2)[CH:16]=[CH:15][C:14]=1[OH:23]>CN(C=O)C>[CH:13]1[C:22]2[C:17](=[CH:18][CH:19]=[CH:20][CH:21]=2)[CH:16]=[CH:15][C:14]=1[O:23][CH2:2][CH2:3][CH2:4][CH2:5][CH2:6][C:7]([O:9][CH2:10][CH3:11])=[O:8] |^1:11|. Reported procedure: Ethyl 6-bromohexanoate and the sodium salt of 2-naphthol are reacted in DMF at 70° to provide ethyl 6-(2-naphthyloxy)hexanoate, which after the usual workup is reduced with lithium aluminum hydride in THF to provide 6-(2-naphthyloxy)hexanol. Starting materials: O=C([O-])[O-], C=CCBr, CC(C)=O, [K+], [K+], O=C(OCc1ccccc1)c1ccc(O)cc1. The product is C=CCOc1ccc(C(=O)OCc2ccccc2)cc1. RXN SMILES: [C:22](=[O:23])([O-:24])[O-:25].[CH2:18]([CH:19]=[CH2:20])[Br:21].[CH3:28][C:29](=[O:30])[CH3:31].[K+:26].[K+:27].[OH:1][c:2]1[cH:3][cH:4][c:5]([C:6](=[O:7])[O:8][CH2:9][c:10]2[cH:11][cH:12][cH:13][cH:14][cH:15]2)[cH:16][cH:17]1>>[O:1]([c:2]1[cH:3][cH:4][c:5]([C:6](=[O:7])[O:8][CH2:9][c:10]2[cH:11][cH:12][cH:13][cH:14][cH:15]2)[cH:16][cH:17]1)[CH2:20][CH:19]=[CH2:18]. Starting materials: C#CCn1c(C)cc(OCc2ccc(F)cc2F)cc1=O, O=C1CCC(=O)N1Br. Yields the product C#CCn1c(C)cc(OCc2ccc(F)cc2F)c(Br)c1=O. As a reaction SMILES: [F:1][c:2]1[c:3]([CH2:4][O:5][c:6]2[cH:7][c:8](=[O:16])[n:9]([CH2:13][C:14]#[CH:15])[c:10]([CH3:12])[cH:11]2)[cH:17][cH:18][c:19]([F:21])[cH:20]1.[O:22]=[C:23]1[N:24]([Br:29])[C:25](=[O:26])[CH2:27][CH2:28]1>>[F:1][c:2]1[c:3]([CH2:4][O:5][c:6]2[c:7]([Br:29])[c:8](=[O:16])[n:9]([CH2:13][C:14]#[CH:15])[c:10]([CH3:12])[cH:11]2)[cH:17][cH:18][c:19]([F:21])[cH:20]1.